Dataset: the Open Reaction Database (ORD), a public repository of structured organic reaction records. Task: describe an organic reaction: reactants, conditions, products, and yield Reactants: C(C)(C)(C)OC(=O)N1CC(CCC1)COC=1C=C(C=CC1)OS(=O)(=O)C1=C(C=CC=C1)Cl (2-Chlorobenzenesulfonic acid 3-[[N-(tert-butoxycarbonyl)piperidin-3-yl]-methoxy]phenyl ester), Cl (HCl). Run in O1CCOCC1 (1,4-dioxane). Conditions: time 2 hour. Product: N1CC(CCC1)COC=1C=C(C=CC1)OS(=O)(=O)C1=C(C=CC=C1)Cl (2-Chlorobenzenesulfonic acid 3-[(piperidin-3-yl)methoxy]phenyl ester). Yield: 82.5%. As a reaction SMILES: C(OC([N:8]1[CH2:13][CH2:12][CH2:11][CH:10]([CH2:14][O:15][C:16]2[CH:17]=[C:18]([O:22][S:23]([C:26]3[CH:31]=[CH:30][CH:29]=[CH:28][C:27]=3[Cl:32])(=[O:25])=[O:24])[CH:19]=[CH:20][CH:21]=2)[CH2:9]1)=O)(C)(C)C.Cl>O1CCOCC1>[NH:8]1[CH2:13][CH2:12][CH2:11][CH:10]([CH2:14][O:15][C:16]2[CH:17]=[C:18]([O:22][S:23]([C:26]3[CH:31]=[CH:30][CH:29]=[CH:28][C:27]=3[Cl:32])(=[O:24])=[O:25])[CH:19]=[CH:20][CH:21]=2)[CH2:9]1. Procedure details: 2-Chlorobenzenesulfonic acid 3-[[N-(tert-butoxycarbonyl)piperidin-3-yl]-methoxy]phenyl ester (482 mg, 1.0 mmol), as prepared in the preceding step, was treated with 30 mL of 4N HCl in 1,4-dioxane and the reaction mixture was stirred at room temperature for 2 h. The solvent was removed in vacuo and the residue was purified by flash column chromatography (5% methanol in methylene chloride to 5% methanol in methylene chloride saturated with NH3) to give the title compound as a white foam (315 mg, 8... The reactants are [H-].[Na+] (Sodium hydride), ClC1=CC(=C2C=NNC2=C1OC)C (6-Chloro-7-methoxy-4-methyl-1H-indazole), C1(=CC=CC=C1)S(=O)(=O)Cl (Benzenesulfonyl chloride). The solvent is CCOC(=O)C (EtOAc), C1CCOC1 (THF). Run at temperature 0 celsius, time 10 minute. The product is C1(=CC=CC=C1)S(=O)(=O)N1N=CC2=C(C=C(C(=C12)OC)Cl)C (1-benzenesulfonyl-6-chloro-7-methoxy-4-methyl-1H-indazole). Reaction SMILES: [Cl:1][C:2]1[C:10]([O:11][CH3:12])=[C:9]2[C:5]([CH:6]=[N:7][NH:8]2)=[C:4]([CH3:13])[CH:3]=1.[H-].[Na+].[C:16]1([S:22](Cl)(=[O:24])=[O:23])[CH:21]=[CH:20][CH:19]=[CH:18][CH:17]=1>C1COCC1.CCOC(C)=O>[C:16]1([S:22]([N:8]2[C:9]3[C:5](=[C:4]([CH3:13])[CH:3]=[C:2]([Cl:1])[C:10]=3[O:11][CH3:12])[CH:6]=[N:7]2)(=[O:24])=[O:23])[CH:21]=[CH:20][CH:19]=[CH:18][CH:17]=1 |f:1.2|. Procedure details: 6-Chloro-7-methoxy-4-methyl-1H-indazole (1.55 g, 9.2 mmol) is dissolved in THF (50 mL) and cooled to 0° C. Sodium hydride (60% in mineral oil, 0.40 g, 10 mmol) is added and the reaction is stirred 10 min. Benzenesulfonyl chloride (1.2 mL, 9.7 mmol) is added and the reaction is stirred 20 min. The reaction is diluted with EtOAc, washed with a solution of NH4Cl, water, brine and dried with MgSO4. The solution is concentrated and triturated with hexane to provide 1-benzenesulfonyl-6-chloro-7-methox... The reactants are COC(=O)c1ccccc1-c1nc2cc(-c3cnc(N)nc3)ccc2n1C(C)(C)C, CCO, NN. Product: CC(C)(C)n1c(-c2ccccc2C(=O)NN)nc2cc(-c3cnc(N)nc3)ccc21. RXN SMILES: [CH3:1][O:2][C:3]([c:4]1[c:5](-[c:10]2[n:11][c:12]3[c:13]([n:14]2[C:15]([CH3:16])([CH3:17])[CH3:18])[cH:19][cH:20][c:21](-[c:23]2[cH:24][n:25][c:26]([NH2:29])[n:27][cH:28]2)[cH:22]3)[cH:6][cH:7][cH:8][cH:9]1)=[O:30].[CH3:33][CH2:34][OH:35].[NH2:31][NH2:32]>>[C:3]([c:4]1[c:5](-[c:10]2[n:11][c:12]3[c:13]([n:14]2[C:15]([CH3:16])([CH3:17])[CH3:18])[cH:19][cH:20][c:21](-[c:23]2[cH:24][n:25][c:26]([NH2:29])[n:27][cH:28]2)[cH:22]3)[cH:6][cH:7][cH:8][cH:9]1)(=[O:30])[NH:31][NH2:32]. Starting materials: ClC1=C(C=CC=C1)C=1C=NC=2N(C1C1=CC=C(C=C1)Cl)N=C(C2C(NC2CCCC2)=O)SC (6-(2-chlorophenyl)-7-(4-chloro-phenyl)-3-(N-cyclopentylcarbamoyl)-2-methylthiopyrazolo[1,5-a]pyrimidine), ClC1=CC(=CC=C1)C(=O)OO (3-chloroperbenzoic acid), S(=S)(=O)([O-])[O-].[Na+].[Na+] (sodium thiosulfate). The solvent is C(Cl)Cl (methylene chloride). Run at time 3 hour. Yields the product ClC1=C(C=CC=C1)C=1C=NC=2N(C1C1=CC=C(C=C1)Cl)N=C(C2C(NC2CCCC2)=O)S(=O)(=O)C (6-(2-chlorophenyl)-7-(4-chlorophenyl)-3-(N-cyclopentylcarbamoyl)-2-methylsulfonyl-pyrazolo[1,5-a]pyrimidine). Isolated yield 100.0%. Reaction SMILES: [Cl:1][C:2]1[CH:7]=[CH:6][CH:5]=[CH:4][C:3]=1[C:8]1[CH:9]=[N:10][C:11]2[N:12]([N:21]=[C:22](SC)[C:23]=2[C:24](=[O:31])[NH:25][CH:26]2[CH2:30][CH2:29][CH2:28][CH2:27]2)[C:13]=1[C:14]1[CH:19]=[CH:18][C:17]([Cl:20])=[CH:16][CH:15]=1.Cl[C:35]1C=CC=C(C(OO)=O)C=1.[S:45]([O-:49])([O-])(=[O:47])=S.[Na+].[Na+]>C(Cl)Cl>[Cl:1][C:2]1[CH:7]=[CH:6][CH:5]=[CH:4][C:3]=1[C:8]1[CH:9]=[N:10][C:11]2[N:12]([N:21]=[C:22]([S:45]([CH3:35])(=[O:49])=[O:47])[C:23]=2[C:24](=[O:31])[NH:25][CH:26]2[CH2:30][CH2:29][CH2:28][CH2:27]2)[C:13]=1[C:14]1[CH:15]=[CH:16][C:17]([Cl:20])=[CH:18][CH:19]=1 |f:2.3.4|. Procedure details: To a solution of the compound obtained in Example 32 (940 mg) in methylene chloride (40 mL) was added 3-chloroperbenzoic acid (1.09 g) under ice-cooling and the mixture was stirred at room temperature for 3 hours. To the reaction mixture was added an aqueous sodium thiosulfate solution and the mixture was stirred and extracted with chloroform. The extract was concentrated in vacuo and the resultant crude product was purified by a column chromatography on NH-silica gel (Chromatorex NH silica gel/... The reactants are ClC1=CC(=C2C=NNC2=C1)I (6-Chloro-4-iodo-1H-indazole), [OH-].[Na+] (sodium hydroxide), C1(=CC=CC=C1)S(=O)(=O)Cl (benzenesulfonyl chloride). The reagents and catalysts are S(=O)(=O)(O)[O-].C(CCC)[N+](CCCC)(CCCC)CCCC (tetrabutylammonium hydrogensulphate). Run in C1CCOC1 (THF). Run at temperature 15 celsius. Product: ClC1=CC(=C2C=NN(C2=C1)S(=O)(=O)C1=CC=CC=C1)I (6-chloro-4-iodo-1-(phenylsulfonyl)-1H-indazole). RXN SMILES: [Cl:1][C:2]1[CH:10]=[C:9]2[C:5]([CH:6]=[N:7][NH:8]2)=[C:4]([I:11])[CH:3]=1.[OH-].[Na+].[C:14]1([S:20](Cl)(=[O:22])=[O:21])[CH:19]=[CH:18][CH:17]=[CH:16][CH:15]=1>S([O-])(O)(=O)=O.C([N+](CCCC)(CCCC)CCCC)CCC.C1COCC1>[Cl:1][C:2]1[CH:10]=[C:9]2[C:5]([CH:6]=[N:7][N:8]2[S:20]([C:14]2[CH:19]=[CH:18][CH:17]=[CH:16][CH:15]=2)(=[O:22])=[O:21])=[C:4]([I:11])[CH:3]=1 |f:1.2,4.5|. Procedure details: 6-Chloro-4-iodo-1H-indazole (1.0 eq., 1 wt, 50 g), sodium hydroxide (2.25 eq., 0.324 wt, 16.16 g) and tetrabutylammonium hydrogensulphate (0.05 eq., 0.061 wt, 3.05 g) are stirred in THF (9.5 vols, 475 ml) at 20±3° C. under a nitrogen atmosphere for 1 hr. The mixture is cooled to 15±3° C. and benzenesulfonyl chloride (1.10 eq., 0.51 vols, 25.5 ml) was added dropwise over 20 mins maintaining the reaction temperature at <25° C. and is washed in with THF (0.5 vols, 25 ml). The resulting mixture is t...